This data is from the Open Reaction Database (ORD), a public repository of structured organic reaction records. The task is: describe an organic reaction: reactants, conditions, products, and yield The reactants are C(CC(=O)OCC)(=O)OCC (diethyl malonate), ICCCCCC=C (7-iodo-1-heptene), ICCC(C(C(C(F)(F)F)(F)F)(F)F)(F)F (1-iodo-3,3,4,4,5,5,6,6,6-nonafluorohexane), FC(CCC(C(=O)OCC)CCCCCC=C)(C(C(C(F)(F)F)(F)F)(F)F)F (ethyl 2-(3,3,4,4,5,5,6,6,6-nonafluorohexyl)-8-nonenoate), C(C)C1(COC2=CC(=CC=C2C1CCCCCCCCCC(C(=O)O)CCCCCCC(C(F)(F)F)(F)F)O)C1=CC=C(C=C1)O (11-[(3RS,4RS)-3-ethyl-7-hydroxy-3-(4-hydroxyphenyl)chroman-4-yl]-2-(7,7,8,8,8-pentafluorooctyl)-undecanoic acid). Product: C(C)C1(COC2=CC(=CC=C2C1CCCCCCCCC(C(=O)O)CCC(C(C(C(F)(F)F)(F)F)(F)F)(F)F)O)C1=CC=C(C=C1)O (10-[(3RS,4RS)-3-ethyl-7-hydroxy-3-(4-hydroxyphenyl)chroman-4-yl]-2-(3,3,4,4,5,5,6,6,6-nonafluorohexyl)decanoic acid). Reaction SMILES: [F:1][C:2]([F:28])([C:18]([F:27])([F:26])[C:19]([F:25])([F:24])[C:20]([F:23])([F:22])[F:21])[CH2:3][CH2:4][CH:5]([CH2:11]CCCCC=C)[C:6]([O:8]CC)=[O:7].C(OCC)(=O)CC(OCC)=O.ICCCCCC=C.ICCC(F)(F)C(F)(F)C(F)(F)C(F)(F)F.[CH2:64]([C:66]1([C:103]2[CH:108]=[CH:107][C:106]([OH:109])=[CH:105][CH:104]=2)[CH:75]([CH2:76][CH2:77][CH2:78][CH2:79][CH2:80][CH2:81][CH2:82]CCC(CCCCCCC(F)(F)C(F)(F)F)C(O)=O)[C:74]2[C:69](=[CH:70][C:71]([OH:102])=[CH:72][CH:73]=2)[O:68][CH2:67]1)[CH3:65]>>[CH2:64]([C:66]1([C:103]2[CH:104]=[CH:105][C:106]([OH:109])=[CH:107][CH:108]=2)[CH:75]([CH2:76][CH2:77][CH2:78][CH2:79][CH2:80][CH2:81][CH2:82][CH2:11][CH:5]([CH2:4][CH2:3][C:2]([F:1])([F:28])[C:18]([F:27])([F:26])[C:19]([F:25])([F:24])[C:20]([F:22])([F:21])[F:23])[C:6]([OH:8])=[O:7])[C:74]2[C:69](=[CH:70][C:71]([OH:102])=[CH:72][CH:73]=2)[O:68][CH2:67]1)[CH3:65]. Procedure: Starting with the ethyl 2-(3,3,4,4,5,5,6,6,6-nonafluorohexyl)-8-nonenoate prepared from diethyl malonate, 7-iodo-1-heptene and 1-iodo-3,3,4,4,5,5,6,6,6-nonafluorohexane as in Example 9 and the allyl compound prepared in Example 21, the same procedure as shown in Example 21 was repeated to give 10-[(3RS,4RS)-3-ethyl-7-hydroxy-3-(4-hydroxyphenyl)chroman-4-yl]-2-(3,3,4,4,5,5,6,6,6-nonafluorohexyl)decanoic acid. Reactants: product, C[C@H](CCO)CCCC (3-(S)-methyl-1-heptanol), C(C)(C)O (isopropanol), CC(=O)C (acetone), CC(=O)C.OS(=O)(=O)O.O=[Cr](=O)=O (Jones reagent). Solvent: O (water), CO (CH3OH). Run at time 15 minute. The product is C[C@H](CC(=O)O)CCCC (3-(S)-methylheptanoic acid). As a reaction SMILES: [CH3:1][C@@H:2]([CH2:6][CH2:7][CH2:8][CH3:9])[CH2:3][CH2:4][OH:5].CC(C)=[O:12].CC(C)=O.OS(O)(=O)=O.O=[Cr](=O)=O.C(O)(C)C>CO.O>[CH3:1][C@@H:2]([CH2:6][CH2:7][CH2:8][CH3:9])[CH2:3][C:4]([OH:12])=[O:5] |f:2.3.4|. Procedure details: To 10 g. of 3-(S)-methyl-1-heptanol in 175 ml. of acetone was added over 45 minutes 90 ml. of Jones reagent dropwise at 15°-20° C. After 15 minutes, 15 ml. of isopropanol was added and stirring continued for 30 minutes. The reaction was poured into water and the product extracted with ether. The extracts were combined, washed with water, a sodium bisulfite solution and a brine solution and dried over magnesium sulfate. Removal of the solvent gave 10 g. of the product as a liquid, b.p. 84°-88° C.... Reactants: CCOC(=O)C1OC(c2ccc(OC)cc2)N(C(=O)OC(C)(C)C)C1C1CC1, CO, [Li+], [OH-], O. Yields the product COc1ccc(C2OC(C(=O)O)C(C3CC3)N2C(=O)OC(C)(C)C)cc1. As a reaction SMILES: [C:1]([CH3:2])([CH3:3])([CH3:4])[O:5][C:6](=[O:7])[N:8]1[CH:9]([c:21]2[cH:22][cH:23][c:24]([O:27][CH3:28])[cH:25][cH:26]2)[O:10][CH:11]([C:16](=[O:17])[O:18][CH2:19][CH3:20])[CH:12]1[CH:13]1[CH2:14][CH2:15]1.[CH3:32][OH:33].[Li+:29].[OH-:30].[OH2:31]>>[C:1]([CH3:2])([CH3:3])([CH3:4])[O:5][C:6](=[O:7])[N:8]1[CH:9]([c:21]2[cH:22][cH:23][c:24]([O:27][CH3:28])[cH:25][cH:26]2)[O:10][CH:11]([C:16](=[O:17])[OH:18])[CH:12]1[CH:13]1[CH2:14][CH2:15]1. Reactants: Cl (hydrochloric acid), FC(C(C(F)(F)F)(O)C1=CC=C(C=C1)CN1CCN(CC1)CC1=CC(=CC=C1)[N+](=O)[O-])(F)F (1,1,1,3,3,3-hexafluoro-2-(4-((4-(3-nitrobenzyl)piperazin-1-yl)methyl)phenyl)propan-2-ol). The reagents and catalysts are [Fe] (iron). Run in CC(C)O (2-propanol), ClCCl (dichloromethane), C([O-])([O-])=O.[K+].[K+] (potassium carbonate). Reaction conditions: time 18 hour. Product: NC=1C=C(CN2CCN(CC2)CC2=CC=C(C=C2)C(C(F)(F)F)(C(F)(F)F)O)C=CC1 (2-(4-((4-(3-Aminobenzyl)piperazin-1-yl)methyl)phenyl)-1,1,1,3,3,3-hexafluoropropan-2-ol). The yield is 64.0%. Reaction SMILES: [F:1][C:2]([F:33])([F:32])[C:3]([C:9]1[CH:14]=[CH:13][C:12]([CH2:15][N:16]2[CH2:21][CH2:20][N:19]([CH2:22][C:23]3[CH:28]=[CH:27][CH:26]=[C:25]([N+:29]([O-])=O)[CH:24]=3)[CH2:18][CH2:17]2)=[CH:11][CH:10]=1)([OH:8])[C:4]([F:7])([F:6])[F:5].Cl>CC(O)C.ClCCl.C(=O)([O-])[O-].[K+].[K+].[Fe]>[NH2:29][C:25]1[CH:24]=[C:23]([CH:28]=[CH:27][CH:26]=1)[CH2:22][N:19]1[CH2:20][CH2:21][N:16]([CH2:15][C:12]2[CH:11]=[CH:10][C:9]([C:3]([OH:8])([C:2]([F:33])([F:32])[F:1])[C:4]([F:5])([F:6])[F:7])=[CH:14][CH:13]=2)[CH2:17][CH2:18]1 |f:4.5.6|. Procedure: To a stirred suspension of 1,1,1,3,3,3-hexafluoro-2-(4-((4-(3-nitrobenzyl)piperazin-1-yl)methyl)phenyl)propan-2-ol (2.095 mmol, 1 g) and iron powder (20.95 mmol, 1.170 g) in 2-propanol was added a small volume of hydrochloric acid (37%). The reaction was refluxed for 2 hours then was allowed to cool to room temperature. The reaction was diluted with dichloromethane and solid potassium carbonate was added. The suspension was stirred for 18 hours then was filtered through celite. The filtrate was ... Starting materials: BrC=1C=C2N=CC(NC2=CC1)=O (6-bromoquinoxalin-2(1H)-one), O=P(Cl)(Cl)Cl (POCl3), CN(C)C=O (DMF). Run at temperature 50 celsius, time 30 minute. Product: BrC=1C=C2N=CC(=NC2=CC1)Cl (6-Bromo-2-chloro-quinoxaline). As a reaction SMILES: [Br:1][C:2]1[CH:3]=[C:4]2[C:9](=[CH:10][CH:11]=1)[NH:8][C:7](=O)[CH:6]=[N:5]2.CN(C=O)C.O=P(Cl)(Cl)[Cl:20]>>[Br:1][C:2]1[CH:3]=[C:4]2[C:9](=[CH:10][CH:11]=1)[N:8]=[C:7]([Cl:20])[CH:6]=[N:5]2. Procedure: 6-bromoquinoxalin-2(1H)-one (9.0 g, 40 mmol) was dissolved in POCl3 (50 mL) and DMF (2 mL) was added at RT. The mixture was heated at 50° C. for 2 hours. After completion of the reaction it was cooled to RT and was poured slowly into ice cold water. The mixture was stirred for 30 minutes and then filtered to afford crude product. Reactants: BrC(C(=O)C1=CC=C(C=C1)F)C1=CC=C(C=C1)S(=O)(=O)C (2-bromo-1-(4-fluorophenyl)-2-(4-methylsulfonylphenyl) ethanone), C(C)(C)(C)NC(=S)N (N-(t-butyl)thiourea). Run in C(C)O (ethanol). Yields the product FC1=CC=C(C=C1)C=1N=C(SC1C1=CC=C(C=C1)S(=O)(=O)C)NC(C)(C)C (4-(4-fluorophenyl)-5-(4-methylsulfonylphenyl)-2-tert-butylaminothiazole). Yield: 51.3%. Reaction SMILES: Br[CH:2]([C:12]1[CH:17]=[CH:16][C:15]([S:18]([CH3:21])(=[O:20])=[O:19])=[CH:14][CH:13]=1)[C:3]([C:5]1[CH:10]=[CH:9][C:8]([F:11])=[CH:7][CH:6]=1)=O.[C:22]([NH:26][C:27]([NH2:29])=[S:28])([CH3:25])([CH3:24])[CH3:23]>C(O)C>[F:11][C:8]1[CH:9]=[CH:10][C:5]([C:3]2[N:29]=[C:27]([NH:26][C:22]([CH3:25])([CH3:24])[CH3:23])[S:28][C:2]=2[C:12]2[CH:17]=[CH:16][C:15]([S:18]([CH3:21])(=[O:20])=[O:19])=[CH:14][CH:13]=2)=[CH:6][CH:7]=1. Reported procedure: To a solution of 2-bromo-1-(4-fluorophenyl)-2-(4-methylsulfonylphenyl)ethanone (Example 26, Step 2) (0.406 g, 1.09 mmol) in ethanol (11 mL) in a 25 mL round bottom flask was added N-(t-butyl)thiourea (0.144 g, 1.09 mmol) and the solution heated to reflux (14 hours). The reaction was cooled to room temperature. The resulting suspension was concentrated in vacuo, suspended in methylene chloride (100 mL) and washed with NaHCO3 saturated solution (3×10 mL), sodium carbonate solution (10%, 3×20 mL), ...